This data is from the Open Reaction Database (ORD), a public repository of structured organic reaction records. The task is: describe an organic reaction: reactants, conditions, products, and yield Starting materials: C1(=CC=CC=C1)COCCNC (N-(2-(phenylmethoxy)ethyl)methylamine), ClC1=NC=NC(=C1[N+](=O)[O-])Cl (4,6-dichloro-5-nitropyrimidine), C(C)C=1NC=CN1 (2-ethylimidazole), [Sn](Cl)Cl (tin (II) chloride), C(=O)(N1C=NC=C1)N1C=NC=C1 (carbonyldiimidazole). Yields the product C(C)C1=NC=C2C(NC=3C(=NC=NC3N21)N(C)CCOCC2=CC=CC=C2)=O (9-Ethyl-4-[(2-(phenylmethoxy)ethyl)methylamino]imidazo[5,1-h]pteridin-6(5H)-one). Reaction SMILES: [C:1]1([CH2:7][O:8][CH2:9][CH2:10][NH:11][CH3:12])[CH:6]=[CH:5][CH:4]=[CH:3][CH:2]=1.Cl[C:14]1[C:19]([N+:20]([O-])=O)=[C:18](Cl)[N:17]=[CH:16][N:15]=1.[CH2:24]([C:26]1[NH:27][CH:28]=[CH:29][N:30]=1)[CH3:25].[Sn](Cl)Cl.[C:34](N1C=CN=C1)(N1C=CN=C1)=[O:35]>>[CH2:24]([C:26]1[N:30]2[C:29]([C:34](=[O:35])[NH:20][C:19]3[C:14]([N:11]([CH2:10][CH2:9][O:8][CH2:7][C:1]4[CH:6]=[CH:5][CH:4]=[CH:3][CH:2]=4)[CH3:12])=[N:15][CH:16]=[N:17][C:18]=32)=[CH:28][N:27]=1)[CH3:25]. Reported procedure: Prepared by treatment of N-(2-(phenylmethoxy)ethyl)methylamine with 4,6-dichloro-5-nitropyrimidine, followed by reaction with 2-ethylimidazole, reduction with tin (II) chloride and cyclization with carbonyldiimidazole. Reactants: CCN(CC)C(=O)c1ccc(C2(c3cccc(O)c3)CCN(Cc3ccccc3)CC2)cc1, CC(=O)O, [OH-], [OH-], [Pd+2]. The product is CCN(CC)C(=O)c1ccc(C2(c3cccc(O)c3)CCNCC2)cc1. As a reaction SMILES: [CH2:1]([c:2]1[cH:3][cH:4][cH:5][cH:6][cH:7]1)[N:8]1[CH2:9][CH2:10][C:11]([c:14]2[cH:15][c:16]([OH:20])[cH:17][cH:18][cH:19]2)([c:21]2[cH:22][cH:23][c:24]([C:25](=[O:26])[N:27]([CH2:28][CH3:29])[CH2:30][CH3:31])[cH:32][cH:33]2)[CH2:12][CH2:13]1.[CH3:34][C:35](=[O:36])[OH:37].[OH-:38].[OH-:39].[Pd+2:40]>>[NH:8]1[CH2:9][CH2:10][C:11]([c:14]2[cH:15][c:16]([OH:20])[cH:17][cH:18][cH:19]2)([c:21]2[cH:22][cH:23][c:24]([C:25](=[O:26])[N:27]([CH2:28][CH3:29])[CH2:30][CH3:31])[cH:32][cH:33]2)[CH2:12][CH2:13]1. Reactants: ON=C(C1=NON=C1NCCOC)Cl (N-hydroxy-4-[(2-methoxyethyl)amino]-1,2,5-oxadiazole-3-carboximidoyl chloride), NC=1C=CC(=C(C#N)C1)F (5-amino-2-fluorobenzonitrile), NC=1C=CC(=C(C#N)C1)F (5-amino-2-fluorobenzonitrile). Yields the product C(#N)C=1C=C(C=CC1F)NC(=NO)C1=NON=C1NCCOC (N-(3-Cyano-4-fluorophenyl)-N′-hydroxy-4-[(2-methoxyethyl)amino]-1,2,5-oxadiazole-3-carboximidamide). Isolated yield 100.0%. Reaction SMILES: [OH:1][N:2]=[C:3](Cl)[C:4]1[C:8]([NH:9][CH2:10][CH2:11][O:12][CH3:13])=[N:7][O:6][N:5]=1.[NH2:15][C:16]1[CH:17]=[CH:18][C:19]([F:24])=[C:20]([CH:23]=1)[C:21]#[N:22]>>[C:21]([C:20]1[CH:23]=[C:16]([NH:15][C:3]([C:4]2[C:8]([NH:9][CH2:10][CH2:11][O:12][CH3:13])=[N:7][O:6][N:5]=2)=[N:2][OH:1])[CH:17]=[CH:18][C:19]=1[F:24])#[N:22]. Procedure details: The desired compound was prepared according to the procedure of Example 13, step A, using N-hydroxy-4-[(2-methoxyethyl)amino]-1,2,5-oxadiazole-3-carboximidoyl chloride [made according to Example 1, steps A through E] and 5-amino-2-fluorobenzonitrile [Aldrich, product #639877] as the starting materials in 100% yield. LCMS for C13H14FN6O3 (M+H)+: m/z=321.0. The reactants are COC1=NC(=CC=C1[C@@]1(C(NCC1)=O)C)C=1C=C2C=CN(C2=CC1)C ((R)-3-(2-methoxy-6-(1-methyl-1H-indol-5-yl)pyridin-3-yl)-3-methylpyrrolidin-2-one), C(CC)[S-].[Na+] (sodium n-propanethiolate), CN(C)C=O (DMF), C(CC)[S-].[Na+] (sodium n-propanethiolate). Solvent: CCO (EtOH). Reaction conditions: temperature 110 celsius, time 17 hour. Product: CN1C=CC2=CC(=CC=C12)C1=CC=C(C(N1)=O)[C@@]1(C(NCC1)=O)C ((R)-6-(1-methyl-1H-indol-5-yl)-3-(3-methyl-2-oxopyrrolidin-3-yl)pyridin-2(1H)-one). Yield: 96.9%. As a reaction SMILES: C[O:2][C:3]1[C:8]([C@@:9]2([CH3:15])[CH2:13][CH2:12][NH:11][C:10]2=[O:14])=[CH:7][CH:6]=[C:5]([C:16]2[CH:17]=[C:18]3[C:22](=[CH:23][CH:24]=2)[N:21]([CH3:25])[CH:20]=[CH:19]3)[N:4]=1.C([S-])CC.[Na+].CN(C=O)C>CCO>[CH3:25][N:21]1[C:22]2[C:18](=[CH:17][C:16]([C:5]3[NH:4][C:3](=[O:2])[C:8]([C@@:9]4([CH3:15])[CH2:13][CH2:12][NH:11][C:10]4=[O:14])=[CH:7][CH:6]=3)=[CH:24][CH:23]=2)[CH:19]=[CH:20]1 |f:1.2|. Procedure: To a flask was added (R)-3-(2-methoxy-6-(1-methyl-1H-indol-5-yl)pyridin-3-yl)-3-methylpyrrolidin-2-one (534 mg, 1.59 mmol), sodium n-propanethiolate (1287 mg, 13.11 mmol), and DMF (9.5 mL). The mixture was stirred for 17 h at 110° C. Due to incomplete reaction, additional sodium n-propanethiolate (667 mg) was added. The reaction was stirred for 30 h at 110° C. The mixture was diluted with EtOH, concentrated and partitioned between 15% EtOH/DCM and pH 7 phosphate buffer. The aqueous phase was ext... The reactants are FC(C(=O)O)(F)F (Trifluoroacetic acid), NC1=NC(=C(C(=N1)N[C@H](CCO)CCC)CC1=C(C=C(OCCCN2[C@H](CCC2)C(=O)OC(C)(C)C)C=C1)OC)C ((R)-tert-butyl 1-(3-(4-((2-amino-4-((S)-1-hydroxyhexan-3-ylamino)-6-methyl pyrimidin-5-yl)methyl)-3-methoxyphenoxy)propyl)pyrrolidine-2-carboxylate). Conditions: time 14 hour. Product: NC1=NC(=C(C(=N1)N[C@H](CCO)CCC)CC1=C(C=C(OCCCN2[C@H](CCC2)C(=O)O)C=C1)OC)C ((R)-1-(3-(4-((2-amino-4-((S)-1-hydroxyhexan-3-ylamino)-6-methylpyrimidin-5-yl)methyl)-3-methoxyphenoxy)propyl)pyrrolidine-2-carboxylic acid). Isolated yield 98.8%. As a reaction SMILES: FC(F)(F)C(O)=O.[NH2:8][C:9]1[N:14]=[C:13]([NH:15][C@@H:16]([CH2:20][CH2:21][CH3:22])[CH2:17][CH2:18][OH:19])[C:12]([CH2:23][C:24]2[CH:45]=[CH:44][C:27]([O:28][CH2:29][CH2:30][CH2:31][N:32]3[CH2:36][CH2:35][CH2:34][C@@H:33]3[C:37]([O:39]C(C)(C)C)=[O:38])=[CH:26][C:25]=2[O:46][CH3:47])=[C:11]([CH3:48])[N:10]=1>>[NH2:8][C:9]1[N:14]=[C:13]([NH:15][C@@H:16]([CH2:20][CH2:21][CH3:22])[CH2:17][CH2:18][OH:19])[C:12]([CH2:23][C:24]2[CH:45]=[CH:44][C:27]([O:28][CH2:29][CH2:30][CH2:31][N:32]3[CH2:36][CH2:35][CH2:34][C@@H:33]3[C:37]([OH:39])=[O:38])=[CH:26][C:25]=2[O:46][CH3:47])=[C:11]([CH3:48])[N:10]=1. Procedure: Trifluoroacetic acid (6 mL) was added to the product from step (x) (505 mg) and the mixture was stirred at RT for 14 h. After the reaction mixture was concentrated, 1M-sodium hydroxide (20 mL) and methanol (10 mL) was added to the residue and the mixture was stirred in methanol for 30 mins. The reaction mixture was concentrated, diluted with water and washed with chloroform. The aqueous layer was neutralized with 6M-hydrogen chloride and sat. sodium hydrogen dicarbonate and extracted with chloro...